Dataset: the Open Reaction Database (ORD), a public repository of structured organic reaction records. Task: describe an organic reaction: reactants, conditions, products, and yield The reactants are [N-]1C=NC=C1.C1=CC=C(C2=NC3=CC=CC=C3C=C12)C(=O)O (acridine-4-carboxylic acid imidazolide), NCCNCCN (N,N-bis(2-aminoethyl)amine). Product: C1=CC=C(C2=NC3=CC=CC=C3C=C12)C(=O)NCCNCCNC(=O)C1=CC=CC2=CC3=CC=CC=C3N=C12 (bis[2-(acridine-4-carboxamido)ethyl]amine). Yield: 84.0%. RXN SMILES: [N-]1[CH:5]=[CH:4][N:3]=[CH:2]1.[CH:6]1[C:19]2[C:10](=[N:11][C:12]3[C:17]([CH:18]=2)=[CH:16][CH:15]=[CH:14][CH:13]=3)[C:9]([C:20]([OH:22])=O)=[CH:8][CH:7]=1.[NH2:23][CH2:24][CH2:25][NH:26][CH2:27][CH2:28][NH2:29]>>[CH:6]1[C:19]2[C:10](=[N:11][C:12]3[C:17]([CH:18]=2)=[CH:16][CH:15]=[CH:14][CH:13]=3)[C:9]([C:20]([NH:23][CH2:24][CH2:25][NH:26][CH2:27][CH2:28][NH:29][C:20]([C:9]2[C:4]3[C:5](=[CH:16][C:17]4[C:2]([N:3]=3)=[CH:15][CH:14]=[CH:13][CH:12]=4)[CH:6]=[CH:7][CH:8]=2)=[O:22])=[O:22])=[CH:8][CH:7]=1 |f:0.1|. Procedure details: Reaction of acridine-4-carboxylic acid imidazolide with N,N-bis(2-aminoethyl)amine as above, followed by crystallization of the crude product from MeOH/H2O, gave bis[2-(acridine-4-carboxamido)ethyl]amine (34) (84%). 1H NMR [(CD3)2SO] δ 11.57 (t, J=5.0 Hz, 2 H, 2×CONH), 8.80 (s, 2 H, H-9), 8.46 (d, J=7.1 Hz, 2 H, H-3), 8.08 (d, J=8.4 Hz, 2 H, ArH), 7.92 (d, J=8.7 Hz, 2 H, ArH), 7.79 (d, J=8.1 Hz, 2 H, ArH), 7.55 (t, J=7.7 Hz, 2 H, ArH), 7.41 (t, J=7.6 Hz, 2 H, ArH), 7.27 (t, J=7.4 Hz, 2 H, ArH), ... The reactants are C(C1=CC=CC=C1)(=O)NC1=C(C(=O)OC)C=CC(=C1)O (methyl 2-(benzamido)-4-hydroxybenzoate), C1(=CC=CC=C1)CCCO (3-phenyl-1-propanol), C1(=CC=CC=C1)P(C1=CC=CC=C1)C1=CC=CC=C1 (triphenylphosphine), N(=NC(=O)OC(C)C)C(=O)OC(C)C.C1(=CC=CC=C1)C (diisopropyl azodicarboxylate toluene). Run in O1CCCC1 (tetrahydrofuran). Conditions: time 30 minute. Product: C(C1=CC=CC=C1)(=O)NC1=C(C(=O)OC)C=CC(=C1)OCCCC1=CC=CC=C1 (methyl 2-(benzamido)-4-(3-phenylpropoxy)benzoate). Reaction SMILES: N(C(OC(C)C)=O)=NC(OC(C)C)=O.C1(C)C=CC=CC=1.[C:22]([NH:30][C:31]1[CH:40]=[C:39]([OH:41])[CH:38]=[CH:37][C:32]=1[C:33]([O:35][CH3:36])=[O:34])(=[O:29])[C:23]1[CH:28]=[CH:27][CH:26]=[CH:25][CH:24]=1.[C:42]1([CH2:48][CH2:49][CH2:50]O)[CH:47]=[CH:46][CH:45]=[CH:44][CH:43]=1.C1(P(C2C=CC=CC=2)C2C=CC=CC=2)C=CC=CC=1>O1CCCC1>[C:22]([NH:30][C:31]1[CH:40]=[C:39]([O:41][CH2:50][CH2:49][CH2:48][C:42]2[CH:47]=[CH:46][CH:45]=[CH:44][CH:43]=2)[CH:38]=[CH:37][C:32]=1[C:33]([O:35][CH3:36])=[O:34])(=[O:29])[C:23]1[CH:24]=[CH:25][CH:26]=[CH:27][CH:28]=1 |f:0.1|. Reported procedure: 0.28 mL of 40% diisopropyl azodicarboxylate /toluene was added dropwise to 1 mL of tetrahydrofuran solution containing 0.10 g of methyl 2-(benzamido)-4-hydroxybenzoate, 0.060 mL of 3-phenyl-1-propanol and 0.15 g of triphenylphosphine at room temperature, and stirred at the same temperature for 2 hours and 30 minutes. The solvent was evaporated under reduced pressure, and the obtained residue was purified wish silica gel column chromatography [eluent; hexane:ethyl acetate=10:1] to obtain 45 mg of... Reactants: BrC1=NC=CC=C1 (2-bromopyridine), C([O-])([O-])=O.[K+].[K+] (potassium carbonate), [N+](=O)([O-])C1=C(C=CC=C1)NCCN1CCN(CC1)C1=C(C=CC=C1)OC (1-[N-(2-nitrophenyl)-2-aminoethyl]-4-(2-methoxyphenyl)piperazine), BrC1=NC=CC=C1 (2-bromopyridine). The reagents and catalysts are [Cu] (copper). Run at temperature 160 celsius. Product: [N+](=O)([O-])C1=C(C=CC=C1)N(CCN1CCN(CC1)C1=C(C=CC=C1)OC)C1=NC=CC=C1 (1-[N-(2-nitrophenyl)-N-(2-pyridyl)-2-aminoethyl]-4-(2-methoxyphenyl)-piperazine). Yield: 48.0%. RXN SMILES: [N+:1]([C:4]1[CH:9]=[CH:8][CH:7]=[CH:6][C:5]=1[NH:10][CH2:11][CH2:12][N:13]1[CH2:18][CH2:17][N:16]([C:19]2[CH:24]=[CH:23][CH:22]=[CH:21][C:20]=2[O:25][CH3:26])[CH2:15][CH2:14]1)([O-:3])=[O:2].Br[C:28]1[CH:33]=[CH:32][CH:31]=[CH:30][N:29]=1.C(=O)([O-])[O-].[K+].[K+]>[Cu]>[N+:1]([C:4]1[CH:9]=[CH:8][CH:7]=[CH:6][C:5]=1[N:10]([C:28]1[CH:33]=[CH:32][CH:31]=[CH:30][N:29]=1)[CH2:11][CH2:12][N:13]1[CH2:14][CH2:15][N:16]([C:19]2[CH:24]=[CH:23][CH:22]=[CH:21][C:20]=2[O:25][CH3:26])[CH2:17][CH2:18]1)([O-:3])=[O:2] |f:2.3.4|. Procedure details: A mixture of 0.43 g of 1-[N-(2-nitrophenyl)-2-aminoethyl]-4-(2-methoxyphenyl)piperazine (prepared as described in U.S. Pat. No. 3,472,854), 0.19 g of 2-bromopyridine, 0.17 g of anhydrous potassium carbonate and 0.01 g of powdered copper was heated to 100° C., and maintained at that temperature for 3 h, followed by the addition of another 0.138 g of 2-bromopyridine, and the heating of the mixture to 160° C. for 24 h. After cooling the mixture to room temperature and extraction with ethyl acetate ... The reactants are Br, Cc1c(OCc2ccccc2)c(=O)ccn1CCO. Yields the product Cc1c(O)c(=O)ccn1CCO. As a reaction SMILES: [BrH:20].[CH2:1]([c:2]1[cH:3][cH:4][cH:5][cH:6][cH:7]1)[O:8][c:9]1[c:10]([CH3:19])[n:11]([CH2:16][CH2:17][OH:18])[cH:12][cH:13][c:14]1=[O:15]>>[OH:8][c:9]1[c:10]([CH3:19])[n:11]([CH2:16][CH2:17][OH:18])[cH:12][cH:13][c:14]1=[O:15]. Reactants: COC(=O)C1(c2ccc(OCCC(=O)OC(C)(C)C)cc2)CC1, Cl. The product is COC(=O)C1(c2ccc(OCCC(=O)O)cc2)CC1. Reaction SMILES: [CH3:1][O:2][C:3](=[O:4])[C:5]1([c:8]2[cH:9][cH:10][c:11]([O:14][CH2:15][CH2:16][C:17](=[O:18])[O:19][C:20]([CH3:21])([CH3:22])[CH3:23])[cH:12][cH:13]2)[CH2:6][CH2:7]1.[ClH:24]>>[CH3:1][O:2][C:3](=[O:4])[C:5]1([c:8]2[cH:9][cH:10][c:11]([O:14][CH2:15][CH2:16][C:17](=[O:18])[OH:19])[cH:12][cH:13]2)[CH2:6][CH2:7]1. Reactants: C(C)(C)(C)OC(=O)N[C@@H](CC1=CC=C(C=C1)OCC1=CC=CC=C1)C(=O)N[C@H](C)C(=O)NCC(=O)O (Nα -t-butyloxycarbonyl-O-benzyl-L-tyrosyl-D-alanyl-glycine), C1(CCCCC1)NC1CCCCC1 (dicyclohexylamine), C1CCC(CC1)N=C=NC2CCCCC2 (DCC), hydrochloride salt, N[C@@H](CC1=CC=CC=C1)C(=O)OC (L-phenylalanine, methyl ester). The solvent is CN(C)C=O (DMF). Run at temperature 0 celsius, time 2 hour. The product is C(C)(C)(C)OC(=O)N[C@@H](CC1=CC=C(C=C1)OCC1=CC=CC=C1)C(=O)N[C@H](C)C(=O)NCC(=O)N[C@@H](CC1=CC=CC=C1)C(=O)OC (Nα -t-Butyloxycarbonyl-O-benzyl-L-tyrosyl-D-alanyl-glycyl-L-phenylalanine, methyl ester). Isolated yield 82.0%. As a reaction SMILES: [C:1]([O:5][C:6]([NH:8][C@H:9]([C:25]([NH:27][C@@H:28]([C:30]([NH:32][CH2:33][C:34]([OH:36])=O)=[O:31])[CH3:29])=[O:26])[CH2:10][C:11]1[CH:16]=[CH:15][C:14]([O:17][CH2:18][C:19]2[CH:24]=[CH:23][CH:22]=[CH:21][CH:20]=2)=[CH:13][CH:12]=1)=[O:7])([CH3:4])([CH3:3])[CH3:2].[NH2:37][C@H:38]([C:46]([O:48][CH3:49])=[O:47])[CH2:39][C:40]1[CH:45]=[CH:44][CH:43]=[CH:42][CH:41]=1.C1(NC2CCCCC2)CCCCC1.C1CCC(N=C=NC2CCCCC2)CC1>CN(C=O)C>[C:1]([O:5][C:6]([NH:8][C@H:9]([C:25]([NH:27][C@@H:28]([C:30]([NH:32][CH2:33][C:34]([NH:37][C@H:38]([C:46]([O:48][CH3:49])=[O:47])[CH2:39][C:40]1[CH:45]=[CH:44][CH:43]=[CH:42][CH:41]=1)=[O:36])=[O:31])[CH3:29])=[O:26])[CH2:10][C:11]1[CH:12]=[CH:13][C:14]([O:17][CH2:18][C:19]2[CH:24]=[CH:23][CH:22]=[CH:21][CH:20]=2)=[CH:15][CH:16]=1)=[O:7])([CH3:4])([CH3:3])[CH3:2]. Procedure: To 30 ml. of DMF were added 2.5 gms. (0.005 moles) of Nα -t-butyloxycarbonyl-O-benzyl-L-tyrosyl-D-alanyl-glycine (prepared as in Example 1) and 1.08 gms. (0.005 moles) of the hydrochloride salt of L-phenylalanine, methyl ester. The mixture was stirred at 0° C., and 0.99 ml. (0.005 moles) of dicyclohexylamine was added. The mixture was stirred for 5 minutes at 0° C., and 670 mg. (0.005 mmoles) of HBT and 1.03 gms. (0.005 moles) of DCC were added. Stirring was continued at 0° C. for 2 hours and th...